Dataset: the Open Reaction Database (ORD), a public repository of structured organic reaction records. Task: describe an organic reaction: reactants, conditions, products, and yield The reactants are ClC1=NC(=C(C(=N1)Cl)[N+](=O)[O-])C (2,4-dichloro-6-methyl-5-nitropyrimidine), CC=1NC=CN1 (2-methylimidazole), C(C1=CC=CC=C1)N1CCNCC1 (1-benzylpiperazine). Run in O1CCOCC1 (dioxane). Run at temperature 80 celsius, time 8 hour. Yields the product C(C1=CC=CC=C1)N1CCN(CC1)C1=NC(=C(C(=N1)N1C(=NC=C1)C)[N+](=O)[O-])C (2-(4-benzylpiperazin-1-yl)-4-(2-methylimidazol-1-yl)-6-methyl-5-nitropyrimidine). RXN SMILES: Cl[C:2]1[N:7]=[C:6](Cl)[C:5]([N+:9]([O-:11])=[O:10])=[C:4]([CH3:12])[N:3]=1.[CH3:13][C:14]1[NH:15][CH:16]=[CH:17][N:18]=1.[CH2:19]([N:26]1[CH2:31][CH2:30][NH:29][CH2:28][CH2:27]1)[C:20]1[CH:25]=[CH:24][CH:23]=[CH:22][CH:21]=1>O1CCOCC1>[CH2:19]([N:26]1[CH2:31][CH2:30][N:29]([C:2]2[N:7]=[C:6]([N:15]3[CH:16]=[CH:17][N:18]=[C:14]3[CH3:13])[C:5]([N+:9]([O-:11])=[O:10])=[C:4]([CH3:12])[N:3]=2)[CH2:28][CH2:27]1)[C:20]1[CH:21]=[CH:22][CH:23]=[CH:24][CH:25]=1. Reported procedure: To a solution of 2,4-dichloro-6-methyl-5-nitropyrimidine (175 mg, 0.84 mmol) in dioxane (5 mL) at 80° C. was added 2-methylimidazole (85 mg, 0.84 mmol) and 1-benzylpiperazine (148 μL, 0.84 mmol). The solution was stirred overnight at 80° C., cooled, and directly chromatographed (1/1 hexane diethyl ether) to yield the title compound (u). Reactants: C[SiH](C)OC(C(CO[Si](C)(C)C(C)(C)C)COS(C)(=O)=O)C(C)(C)C, O=C([O-])[O-], CN(C)C=O, CCOC(C)=O, [Cl-], O=Cc1c(Cl)cc(O)cc1Cl, [K+], [K+], [Na+], C1COCCOCCOCCOCCOCCO1. Yields the product C[SiH](C)OC(C(COc1cc(Cl)c(C=O)c(Cl)c1)CO[Si](C)(C)C(C)(C)C)C(C)(C)C. Reaction SMILES: [C:12]([CH3:13])([CH3:14])([CH3:15])[Si:16]([O:17][CH2:18][CH:19]([CH2:20][O:21][S:22]([CH3:23])(=[O:24])=[O:25])[CH:26]([O:27][SiH:28]([CH3:29])[CH3:30])[C:31]([CH3:32])([CH3:33])[CH3:34])([CH3:35])[CH3:36].[C:37](=[O:38])([O-:39])[O-:40].[CH3:63][N:64]([CH3:65])[CH:66]=[O:67].[CH3:68][CH2:69][O:70][C:71](=[O:72])[CH3:73].[Cl-:61].[Cl:1][c:2]1[c:3]([CH:4]=[O:5])[c:6]([Cl:11])[cH:7][c:8]([OH:10])[cH:9]1.[K+:41].[K+:42].[Na+:62].[O:43]1[CH2:44][CH2:45][O:46][CH2:47][CH2:48][O:49][CH2:50][CH2:51][O:52][CH2:53][CH2:54][O:55][CH2:56][CH2:57][O:58][CH2:59][CH2:60]1>>[Cl:1][c:2]1[c:3]([CH:4]=[O:5])[c:6]([Cl:11])[cH:7][c:8]([O:10][CH2:20][CH:19]([CH2:18][O:17][Si:16]([C:12]([CH3:13])([CH3:14])[CH3:15])([CH3:35])[CH3:36])[CH:26]([O:27][SiH:28]([CH3:29])[CH3:30])[C:31]([CH3:32])([CH3:33])[CH3:34])[cH:9]1. Reactants: C([O-])(O)=O.[Na+] (sodium bicarbonate), O1CCCC=C1 (dihydropyran), C1(=CC=C(C=C1)S(=O)(=O)O)C (p-toluenesulfonic acid), C(C)(=O)OCCCCC[C@H]1[C@H]2[C@@H]3CC[C@@H]([C@@]3(C)CC[C@@H]2C=2C=CC(=CC2C1)O)O (7α-(5-acetoxypentyl)-estra-1,3,5(10)-triene-3,17β-diol). Solvent: O1CCCC1 (tetrahydrofuran), C(C)(=O)OCC (ethyl acetate). Conditions: time 8 hour. Product: C(C)(=O)OCCCCC[C@H]1[C@H]2[C@@H]3CC[C@@H]([C@@]3(C)CC[C@@H]2C=2C=CC(=CC2C1)OC1OCCCC1)OC1OCCCC1 (7α-(5-Acetoxypentyl)-3,17β-bis-(tetrahydropyran-2-yloxy)-estra-1,3,5(10)-triene). As a reaction SMILES: [C:1]([O:4][CH2:5][CH2:6][CH2:7][CH2:8][CH2:9][C@@H:10]1[CH2:27][C:26]2[CH:25]=[C:24]([OH:28])[CH:23]=[CH:22][C:21]=2[C@@H:20]2[C@@H:11]1[C@H:12]1[C@@:16]([CH2:18][CH2:19]2)([CH3:17])[C@@H:15]([OH:29])[CH2:14][CH2:13]1)(=[O:3])[CH3:2].[O:30]1[CH:35]=[CH:34][CH2:33][CH2:32][CH2:31]1.[C:36]1(C)C=[CH:40][C:39](S(O)(=O)=O)=[CH:38][CH:37]=1.C(=O)(O)[O-:48].[Na+]>O1CCCC1.C(OCC)(=O)C>[C:1]([O:4][CH2:5][CH2:6][CH2:7][CH2:8][CH2:9][C@@H:10]1[CH2:27][C:26]2[CH:25]=[C:24]([O:28][CH:35]3[CH2:34][CH2:33][CH2:32][CH2:31][O:30]3)[CH:23]=[CH:22][C:21]=2[C@@H:20]2[C@@H:11]1[C@H:12]1[C@@:16]([CH2:18][CH2:19]2)([CH3:17])[C@@H:15]([O:29][CH:40]2[CH2:39][CH2:38][CH2:37][CH2:36][O:48]2)[CH2:14][CH2:13]1)(=[O:3])[CH3:2] |f:3.4|. Procedure details: 5.6 g of crude 7α-(5-acetoxypentyl)-estra-1,3,5(10)-triene-3,17β-diol is dissolved in 35 ml of anhydrous tetrahydrofuran and mixed with 3.5 ml of dihydropyran and 0.18 g of p-toluenesulfonic acid. The mixture is stirred at room temperature overnight, then diluted with ethyl acetate, and the mixture is shaken out in succession with saturated sodium bicarbonate solution and saturated common salt solution. The organic phase is dried with sodium sulfate and concentrated by evaporation in a vacuum, y... Starting materials: CC(C)C[AlH]CC(C)C (DIBAL-H), BrC1=C(C=C(C(=O)OC)C=C1Cl)Cl (methyl 4-bromo-3,5-dichlorobenzoate), ice water. Solvent: C1CCOC1 (THF). Reaction conditions: time 6 hour. Yields the product BrC1=C(C=C(C=C1Cl)CO)Cl ((4-Bromo-3,5-dichlorophenyl)methanol). Yield: 90.2%. RXN SMILES: CC(C[AlH]CC(C)C)C.[Br:10][C:11]1[C:20]([Cl:21])=[CH:19][C:14]([C:15](OC)=[O:16])=[CH:13][C:12]=1[Cl:22]>C1COCC1>[Br:10][C:11]1[C:20]([Cl:21])=[CH:19][C:14]([CH2:15][OH:16])=[CH:13][C:12]=1[Cl:22]. Reported procedure: DIBAL-H (1M in toluene, 66 mL, and 66.0 mmol) was added dropwise to a stirred solution of methyl 4-bromo-3,5-dichlorobenzoate (7.5 g, 26.0 mmol) in THF (50 mL) at −78° C. The reaction mixture was allowed to warm toward ambient temperature and stirred for 6 h. The reaction mixture was poured into ice-water and extracted with CH2Cl2. The organic layer was washed with brine followed by water, dried (Na2SO4), filtered and concentrated to afford 6.0 g of a mixture of (4-bromo-3,5-dichlorophenyl)metha... Reactants: O=C(Cl)c1ccccc1, CC#N, [K+], N#C[S-]. Product: O=C(N=C=S)c1ccccc1. RXN SMILES: [C:1]([c:2]1[cH:3][cH:4][cH:5][cH:6][cH:7]1)(=[O:8])[Cl:9].[CH3:14][C:15]#[N:16].[K+:10].[S-:11][C:12]#[N:13]>>[C:1]([c:2]1[cH:3][cH:4][cH:5][cH:6][cH:7]1)(=[O:8])[N:13]=[C:12]=[S:11]. Starting materials: poly(vinyl alcohol), CC1=C(C(CCC1)(C)C)/C=C/C(=C/C=C/C(=C/CO)/C)/C (retinol palmitate), tocopherol, CC(=C)C(=O)OC (PMMA). The solvent is O (water), C(C)(=O)OCC (ethyl acetate), O (water), C(C)(=O)OCC (ethyl acetate). Product: CCCCCCCCCCCCCCCC(=O)OC/C=C(\C)/C=C/C=C(\C)/C=C/C1=C(CCCC1(C)C)C (Vitamin A Palmitate). As a reaction SMILES: [CH3:1][C:2]1[CH2:7][CH2:6][CH2:5][C:4]([CH3:9])([CH3:8])[C:3]=1/[CH:10]=[CH:11]/[C:12](/[CH3:21])=[CH:13]/[CH:14]=[CH:15]/[C:16](/[CH3:20])=[CH:17]/[CH2:18][OH:19].[CH3:22][C:23]([C:25]([O:27]C)=O)=C>O.C(OCC)(=O)C>[CH3:18][CH2:17][CH2:16][CH2:15][CH2:14][CH2:13][CH2:12][CH2:11][CH2:10][CH2:3][CH2:2][CH2:7][CH2:6][CH2:22][CH2:23][C:25]([O:19][CH2:18]/[CH:17]=[C:16](/[CH:15]=[CH:14]/[CH:13]=[C:12](/[CH:11]=[CH:10]/[C:3]1[C:4]([CH3:8])([CH3:9])[CH2:5][CH2:6][CH2:7][C:2]=1[CH3:1])\[CH3:21])\[CH3:20])=[O:27]. Reported procedure: An aqueous phase was prepared by dissolving 0.5 g of poly(vinyl alcohol) in 50 ml water saturated by 6 ml of ethyl acetate. An organic phase was prepared by dissolving 0.075 g retinol palmitate, 0.1 g mineral oil, 0.01 g of an antioxidant (chosen from BHA, BHT, tocopherol or their mixture) and 0.815 g PMMA in 5 ml of ethyl acetate. The organic phase was poured into the aqueous phase while stirring and then 100 ml of fresh water were added. The microcapsules formed were filtered, washed by water ...